From a dataset of the Open Reaction Database (ORD), a public repository of structured organic reaction records. describe an organic reaction: reactants, conditions, products, and yield The reactants are CC(C)(C)OC(=O)NC(C(=O)O)C(C)(C)C, CC(C)(C)OC(=O)NC(CC1CCCC1)C(=O)OCc1ccccc1, CCN1CCOCC1, CCN=C=NCCCN(C)C, CC#N, ClCCl, Cl, O, On1nnc2ccccc21, Cc1ccc(S(=O)(=O)O)cc1. The product is CC(C)(C)OC(=O)NC(C(=O)NC(CC1CCCC1)C(=O)OCc1ccccc1)C(C)(C)C. RXN SMILES: [C:38]([CH3:39])([CH3:40])([CH3:41])[O:42][C:43](=[O:44])[NH:45][CH:46]([C:47]([CH3:48])([CH3:49])[CH3:50])[C:51]([OH:52])=[O:53].[CH2:1]([c:2]1[cH:3][cH:4][cH:5][cH:6][cH:7]1)[O:8][C:9]([CH:10]([NH:11][C:12]([O:14][C:13]([CH3:15])([CH3:16])[CH3:17])=[O:18])[CH2:19][CH:20]1[CH2:21][CH2:22][CH2:23][CH2:24]1)=[O:25].[CH2:76]([N:77]1[CH2:78][CH2:79][O:80][CH2:81][CH2:82]1)[CH3:83].[CH3:65][N:66]([CH3:67])[CH2:68][CH2:69][CH2:70][N:71]=[C:72]=[N:73][CH2:74][CH3:75].[CH3:84][C:85]#[N:86].[Cl:87][CH2:88][Cl:89].[ClH:64].[OH2:26].[OH:54][n:55]1[c:56]2[cH:57][cH:58][cH:59][cH:60][c:61]2[n:62][n:63]1.[c:27]1([CH3:28])[cH:29][cH:30][c:31]([S:32]([OH:33])(=[O:34])=[O:35])[cH:36][cH:37]1>>[CH2:1]([c:2]1[cH:3][cH:4][cH:5][cH:6][cH:7]1)[O:8][C:9]([CH:10]([NH:11][C:12](=[O:14])[CH:46]([NH:45][C:43]([O:42][C:38]([CH3:39])([CH3:40])[CH3:41])=[O:44])[C:47]([CH3:48])([CH3:49])[CH3:50])[CH2:19][CH:20]1[CH2:21][CH2:22][CH2:23][CH2:24]1)=[O:25]. Reactants: Nc1ccc(Br)cn1, COc1ccc(Br)cc1NC(=O)OC(C)(C)C, CC(=O)[O-], [NH4+]. Yields the product CC(C)(C)OC(=O)Nc1ccc(Br)cn1. As a reaction SMILES: [Br:1][c:2]1[cH:3][cH:4][c:5]([NH2:8])[n:6][cH:7]1.[Br:9][c:10]1[cH:11][cH:12][c:13]([O:14][CH3:15])[c:16]([NH:24][C:17]([O:18][C:19]([CH3:20])([CH3:21])[CH3:22])=[O:23])[cH:25]1.[CH3:27][C:28](=[O:29])[O-:30].[NH4+:26]>>[Br:1][c:2]1[cH:3][cH:4][c:5]([NH:8][C:17]([O:18][C:19]([CH3:20])([CH3:21])[CH3:22])=[O:23])[n:6][cH:7]1. Reactants: [OH-].[Na+] (sodium hydroxide), C(C=C)C1(C(C2=C(C(=C(C=C2C1)O)Cl)Cl)=O)C (2-allyl-2-methyl-5-hydroxy-6,7-dichloro-1-indanone), C([O-])([O-])=O.[K+].[K+] (potassium carbonate), BrCC(=O)OCC (ethyl bromoacetate). Solvent: O (water), CN(C)C=O (DMF), O (water). Conditions: temperature 55 celsius. Yields the product O=C1C(CC2=CC(=C(C(=C12)Cl)Cl)OCC(=O)O)(C)CC=C ((1-Oxo-2-allyl-2-methyl-6,7-dichloro-5-indanyloxy)acetic Acid). As a reaction SMILES: [CH2:1]([C:4]1([CH3:17])[CH2:12][C:11]2[C:6](=[C:7]([Cl:15])[C:8]([Cl:14])=[C:9]([OH:13])[CH:10]=2)[C:5]1=[O:16])[CH:2]=[CH2:3].C(=O)([O-])[O-].[K+].[K+].Br[CH2:25][C:26]([O:28]CC)=[O:27].[OH-].[Na+]>CN(C=O)C.O>[O:16]=[C:5]1[C:6]2[C:11](=[CH:10][C:9]([O:13][CH2:25][C:26]([OH:28])=[O:27])=[C:8]([Cl:14])[C:7]=2[Cl:15])[CH2:12][C:4]1([CH2:1][CH:2]=[CH2:3])[CH3:17] |f:1.2.3,5.6|. Procedure details: A stirred mixture of 2-allyl-2-methyl-5-hydroxy-6,7-dichloro-1-indanone (3.4 g, 0.0126 mole), potassium carbonate (4.2 g.) and ethyl bromoacetate (4.8 g.) in DMF (40 ml.) is warmed at 55° C. in an inert atmosphere, then treated with water (40 ml.) and 10N sodium hydroxide (2 ml.) and heated on a steam bath for one hour, poured into water (300 ml.), acidified and extracted with ether. The ether extract is washed with water, dried over magnesium sulfate and the solvent evaporated to leave a tan oi... Reactants: CCOC(C)=O, CCN(C(C)C)C(C)C, ClCCl, O=C(Cl)c1ccc(F)c(F)c1, C=C(C)C1(C(CCN)C(=O)OC(C)(C)C)CCN(CCc2ccccc2)C1=O. Product: C=C(C)C1(C(CCNC(=O)c2ccc(F)c(F)c2)C(=O)OC(C)(C)C)CCN(CCc2ccccc2)C1=O. RXN SMILES: [CH3:52][CH2:53][O:54][C:55]([CH3:56])=[O:57].[CH:29]([N:30]([CH:31]([CH3:32])[CH3:33])[CH2:34][CH3:35])([CH3:36])[CH3:37].[Cl:49][CH2:50][Cl:51].[F:38][c:39]1[cH:40][c:41]([C:42](=[O:43])[Cl:44])[cH:45][cH:46][c:47]1[F:48].[NH2:1][CH2:2][CH2:3][CH:4]([C:5](=[O:6])[O:7][C:8]([CH3:9])([CH3:10])[CH3:11])[C:12]1([C:26](=[CH2:27])[CH3:28])[C:13](=[O:25])[N:14]([CH2:17][CH2:18][c:19]2[cH:20][cH:21][cH:22][cH:23][cH:24]2)[CH2:15][CH2:16]1>>[NH:1]([CH2:2][CH2:3][CH:4]([C:5](=[O:6])[O:7][C:8]([CH3:9])([CH3:10])[CH3:11])[C:12]1([C:26](=[CH2:27])[CH3:28])[C:13](=[O:25])[N:14]([CH2:17][CH2:18][c:19]2[cH:20][cH:21][cH:22][cH:23][cH:24]2)[CH2:15][CH2:16]1)[C:42]([c:41]1[cH:40][c:39]([F:38])[c:47]([F:48])[cH:46][cH:45]1)=[O:43]. The reactants are COC(=O)CBr, ClCCl, O, OC1CCNCC1. Yields the product COC(=O)CN1CCC(O)CC1. RXN SMILES: [Br:8][CH2:9][C:10](=[O:11])[O:12][CH3:13].[Cl:15][CH2:16][Cl:17].[OH2:14].[OH:1][CH:2]1[CH2:3][CH2:4][NH:5][CH2:6][CH2:7]1>>[OH:1][CH:2]1[CH2:3][CH2:4][N:5]([CH2:9][C:10](=[O:11])[O:12][CH3:13])[CH2:6][CH2:7]1.